Dataset: the Open Reaction Database (ORD), a public repository of structured organic reaction records. Task: describe an organic reaction: reactants, conditions, products, and yield The reactants are OC1=CC=C(C=C1)C1=CC=CC=C1 (4-hydroxybiphenyl), C(C)O (ethanol), BrCCCO (3-bromo-1-propanol), [OH-].[Na+] (NaOH), [OH-].[Na+] (NaOH). Run in O (water). Yields the product OCCCOC1=CC=C(C=C1)C1=CC=CC=C1 (4-(3-hydroxypropoxy)biphenyl). Yield: 42.6%. As a reaction SMILES: [OH:1][C:2]1[CH:7]=[CH:6][C:5]([C:8]2[CH:13]=[CH:12][CH:11]=[CH:10][CH:9]=2)=[CH:4][CH:3]=1.C(O)C.Br[CH2:18][CH2:19][CH2:20][OH:21].[OH-].[Na+]>O>[OH:21][CH2:20][CH2:19][CH2:18][O:1][C:2]1[CH:3]=[CH:4][C:5]([C:8]2[CH:13]=[CH:12][CH:11]=[CH:10][CH:9]=2)=[CH:6][CH:7]=1 |f:3.4|. Reported procedure: Into a 200 ml flask, 7.82 g (41.1 mmol) of 4-hydroxybiphenyl, 83 ml of ethanol, 6 g (43.2 mmol) of 3-bromo-1-propanol and a NaOH aqueous solution (1.73 g (43.2 mmol) of NaOH/6 ml of water) were sequentially added, and the mixture was heated and refluxed for 6.5 hours. To the reaction solution, 50 ml of water was added, whereupon precipitated crystals were collected by filtration and recrystallized from ethanol to obtain 4.0 g (yield: 43%) of 4-(3-hydroxypropoxy)biphenyl (1) as a colorless powder... Reactants: C(C1=CC=CC=C1)OC([C@H]1N(C[C@H](C1)O)C(=O)OC(C)(C)C)=O (tert-butoxycarbonyl cis-4-hydroxy-L-proline benzyl ester), CS(=O)(=O)Cl (methanesulfonyl chloride), O (water). RXN SMILES: [CH2:1]([O:8][C:9](=[O:23])[C@@H:10]1[CH2:14][C@H:13]([OH:15])[CH2:12][N:11]1[C:16]([O:18][C:19]([CH3:22])([CH3:21])[CH3:20])=[O:17])[C:2]1[CH:7]=[CH:6][CH:5]=[CH:4][CH:3]=1.[CH3:24][S:25](Cl)(=[O:27])=[O:26].O>N1C=CC=CC=1>[CH2:1]([O:8][C:9](=[O:23])[C@@H:10]1[CH2:14][C@H:13]([O:15][S:25]([CH3:24])(=[O:27])=[O:26])[CH2:12][N:11]1[C:16]([O:18][C:19]([CH3:20])([CH3:22])[CH3:21])=[O:17])[C:2]1[CH:7]=[CH:6][CH:5]=[CH:4][CH:3]=1. Conditions: time 8 hour. Solvent: N1=CC=CC=C1 (pyridine), N1=CC=CC=C1 (pyridine). Procedure: To a solution of Boc-Pro(4-cis-OH)-OBn (8.45 g, 26.3 mmol) in pyridine (65 mL) at 0° C., was added methanesulfonyl chloride (3.4 mL, 44 mmol) dropwise over 7 min. The reaction mixture was allowed to warm to room temperature over 2 h, then stirred overnight. A solution of 10% water in pyridine (20 mL) was added over 15 min and the reaction mixture was concentrated. The residue was dissolved in water and extracted with ethyl acetate (2×200 mL). The combined organic layers were washed with water (2... The product is C(C1=CC=CC=C1)OC([C@H]1N(C[C@H](C1)OS(=O)(=O)C)C(=O)OC(C)(C)C)=O (N-t-butoxycarbonyl cis-4-mesyloxy-L-proline benzyl ester). The yield is 101.8%. Reactants: OC1=CC(=CC2=C1C=1CNCCC1C(O2)(C)C)C(C(CCCCC)C)C (10-hydroxy-5,5-dimethyl-8-(1,2-dimethylheptyl)-1,2,3,4-tetrahydro-5H-[1]benzopyrano[4,3-c]pyridine), ClCC(=O)NC1=CC=C(C=C1)Cl (2-chloro-N-(4-chlorophenyl)acetamide). Yields the product ClC1=CC=C(C=C1)NC(CN1CC2=C(CC1)C(OC1=C2C(=CC(=C1)C(C(CCCCC)C)C)O)(C)C)=O (N-(4-Chlorophenyl)-10-hydroxy-5,5-dimethyl-8-(1,2-dimethylheptyl)-1,2,3,4-tetrahydro-5H-[1]benzopyrano[4,3-c]pyridine-2-acetamide). RXN SMILES: [OH:1][C:2]1[C:7]2[C:8]3[CH2:9][NH:10][CH2:11][CH2:12][C:13]=3[C:14]([CH3:17])([CH3:16])[O:15][C:6]=2[CH:5]=[C:4]([CH:18]([CH3:26])[CH:19]([CH3:25])[CH2:20][CH2:21][CH2:22][CH2:23][CH3:24])[CH:3]=1.Cl[CH2:28][C:29]([NH:31][C:32]1[CH:37]=[CH:36][C:35]([Cl:38])=[CH:34][CH:33]=1)=[O:30]>>[Cl:38][C:35]1[CH:34]=[CH:33][C:32]([NH:31][C:29](=[O:30])[CH2:28][N:10]2[CH2:11][CH2:12][C:13]3[C:14]([CH3:16])([CH3:17])[O:15][C:6]4[CH:5]=[C:4]([CH:18]([CH3:26])[CH:19]([CH3:25])[CH2:20][CH2:21][CH2:22][CH2:23][CH3:24])[CH:3]=[C:2]([OH:1])[C:7]=4[C:8]=3[CH2:9]2)=[CH:37][CH:36]=1. Reported procedure: The above-titled compound was prepared by reacting 10-hydroxy-5,5-dimethyl-8-(1,2-dimethylheptyl)-1,2,3,4-tetrahydro-5H-[1]benzopyrano[4,3-c]pyridine with 2-chloro-N-(4-chlorophenyl)acetamide according to the method of Example 1; m.p. 159°-160°.